describe an organic reaction: reactants, conditions, products, and yield From a dataset of the Open Reaction Database (ORD), a public repository of structured organic reaction records. Starting materials: CSc1ccc(N=C=O)cc1, CNO, CCOCC, Cl, [Na+], [OH-], O. Product: CSc1ccc(NC(=O)N(C)O)cc1. RXN SMILES: [CH3:12][S:13][c:14]1[cH:15][cH:16][c:17]([N:20]=[C:21]=[O:22])[cH:18][cH:19]1.[CH3:2][NH:3][OH:4].[CH3:5][CH2:6][O:7][CH2:8][CH3:9].[ClH:1].[Na+:11].[OH-:10].[OH2:23]>>[CH3:2][N:3]([OH:4])[C:21]([NH:20][c:17]1[cH:16][cH:15][c:14]([S:13][CH3:12])[cH:19][cH:18]1)=[O:22]. Conditions: temperature 50 celsius, time 15 hour. Starting materials: Cl.COC([C@@H](N)CCCC)=O (L-norleucine methyl ester hydrochloride), C(CCC=C)(=O)O (4-pentenoic acid), C(CCl)Cl (EDC), C=1C=CC2=C(C1)N=NN2O (HOBt). As a reaction SMILES: Cl.[CH3:2][O:3][C:4](=[O:11])[C@H:5]([CH2:7][CH2:8][CH2:9][CH3:10])[NH2:6].[C:12](O)(=[O:17])[CH2:13][CH2:14][CH:15]=[CH2:16].C(Cl)CCl.C1C=CC2N(O)N=NC=2C=1>CN(C=O)C.O.C(OCC)C>[CH3:2][O:3][C:4](=[O:11])[C@H:5]([CH2:7][CH2:8][CH2:9][CH3:10])[NH:6][C:12](=[O:17])[CH2:13][CH2:14][CH:15]=[CH2:16] |f:0.1|. Yields the product COC([C@@H](NC(CCC=C)=O)CCCC)=O (N-pent-4-enoyl-L-norleucine methyl ester). Reported procedure: To a solution of L-norleucine methyl ester hydrochloride (0.50 g, 2.75 mmol) and 4-pentenoic acid (0.33 g, 3.30 mmol) in DMF (5 mL) was added EDC (0.79 g, 4.13 mmol) and HOBt (0.56 g, 4.13 mmol). The reaction mixture was stirred at 50° C. for 15 h, cooled and poured onto a mixture of ethyl ether and water. The organic layer was washed with water, dried over NaSO4, filtered and concentrated. The crude product was purified by silica gel chromatography (gradient elution 10% to 90% ethyl acetate in ... The solvent is O (water), C(C)OCC (ethyl ether), CN(C)C=O (DMF).